This data is from the Open Reaction Database (ORD), a public repository of structured organic reaction records. The task is: describe an organic reaction: reactants, conditions, products, and yield Starting materials: S(=O)(=O)([O-])[O-].CC(C)CCC[C@@H](C)[C@H]1CC(C2=C3CC[C@H]4C[C@H](CC[C@]4(C)[C@H]3CC[C@]12C)[N+]1=CC=CC=C1)=O.CC(C)CCC[C@@H](C)[C@H]1CC(C2=C3CC[C@H]4C[C@H](CC[C@]4(C)[C@H]3CC[C@]12C)[N+]1=CC=CC=C1)=O (5α-Cholest-8(14)-en-15-on-3β-yl pyridinium sulfate), [Cl-].[K+] (potassium chloride). Solvent: O (water). As a reaction SMILES: [S:1]([O-:5])([O-:4])(=[O:3])=[O:2].[CH3:6][CH:7]([CH2:9][CH2:10][CH2:11][C@H:12]([C@@H:14]1[C@:31]2([CH3:32])[C:17](=[C:18]3[C@H:28]([CH2:29][CH2:30]2)[C@:26]2([CH3:27])[C@H:21]([CH2:22][C@@H:23]([N+]4C=CC=CC=4)[CH2:24][CH2:25]2)[CH2:20][CH2:19]3)[C:16](=[O:39])[CH2:15]1)[CH3:13])[CH3:8].CC(CCC[C@H]([C@@H]1[C@]2(C)C(=C3[C@H](CC2)[C@]2(C)[C@H](C[C@@H]([N+]4C=CC=CC=4)CC2)CC3)C(=O)C1)C)C.[Cl-].[K+:75]>O>[S:1]([OH:5])([OH:4])(=[O:3])=[O:2].[CH3:6][CH:7]([CH2:9][CH2:10][CH2:11][C@H:12]([C@@H:14]1[C@:31]2([CH3:32])[C:17](=[C:18]3[C@H:28]([CH2:29][CH2:30]2)[C@:26]2([CH3:27])[C@H:21]([CH2:22][C@@H:23]([K:75])[CH2:24][CH2:25]2)[CH2:20][CH2:19]3)[C:16](=[O:39])[CH2:15]1)[CH3:13])[CH3:8] |f:0.1.2,3.4,6.7|. Procedure: 5α-Cholest-8(14)-en-15-on-3β-yl pyridinium sulfate (1.0 g; 1.79 mmol) was dissolved in distilled water (50 ml) at room temperature and an aqueous saturated solution of potassium chloride was slowly added to the stirred mixture. After 15 min the resulting suspension was filtered, washed with water, and dried in a vacuum desiccator for several hours. The resulting white residue (0.85 g; 89%), was shown by i.r., n.m.r., and m.s. analyses to be 5α-cholest-8(14)-en-15-on-3β-yl potassium sulfate (mono... Yields the product S(=O)(=O)(O)O.CC(C)CCC[C@@H](C)[C@H]1CC(C2=C3CC[C@H]4C[C@H](CC[C@]4(C)[C@H]3CC[C@]12C)[K])=O (5α-Cholest-8(14)-en-15-on-3β-yl potassium sulfate). Reactants: CCN=C=NCCCN(C)C, COC(=O)C1(N)CCCC1, CCN(C(C)C)C(C)C, Cl, Cl, O=C(O)c1ccc2ccccc2c1OCC1COc2ccccc2O1, CN(C)C=O, On1nnc2ccccc21. The product is COC(=O)C1(NC(=O)c2ccc3ccccc3c2OCC2COc3ccccc3O2)CCCC1. RXN SMILES: [CH2:37]([N:38]=[C:39]=[N:40][CH2:41][CH2:42][CH2:43][N:44]([CH3:45])[CH3:46])[CH3:47].[CH3:58][O:59][C:60](=[O:61])[C:62]1([NH2:67])[CH2:63][CH2:64][CH2:65][CH2:66]1.[CH:48]([N:49]([CH2:50][CH3:51])[CH:52]([CH3:53])[CH3:54])([CH3:55])[CH3:56].[ClH:36].[ClH:57].[O:1]1[CH:2]([CH2:11][O:12][c:13]2[c:14]([C:23](=[O:24])[OH:25])[cH:15][cH:16][c:17]3[cH:18][cH:19][cH:20][cH:21][c:22]23)[CH2:3][O:4][c:5]2[c:6]1[cH:7][cH:8][cH:9][cH:10]2.[O:68]=[CH:69][N:70]([CH3:71])[CH3:72].[OH:26][n:27]1[c:28]2[cH:29][cH:30][cH:31][cH:32][c:33]2[n:34][n:35]1>>[O:1]1[CH:2]([CH2:11][O:12][c:13]2[c:14]([C:23](=[O:24])[NH:67][C:62]3([C:60]([O:59][CH3:58])=[O:61])[CH2:63][CH2:64][CH2:65][CH2:66]3)[cH:15][cH:16][c:17]3[cH:18][cH:19][cH:20][cH:21][c:22]23)[CH2:3][O:4][c:5]2[c:6]1[cH:7][cH:8][cH:9][cH:10]2. Reactants: C1CCOC1, COC(=O)c1c[nH]c(-c2cc(Oc3cccc(C(=O)Nc4cc(C)ccc4F)c3)ccn2)c1, Cl, [Na+], [OH-], O. The product is Cc1ccc(F)c(NC(=O)c2cccc(Oc3ccnc(-c4cc(C(=O)O)c[nH]4)c3)c2)c1. Reaction SMILES: [CH2:38]1[O:39][CH2:40][CH2:41][CH2:42]1.[CH3:1][O:2][C:3](=[O:4])[c:5]1[cH:6][nH:7][c:8](-[c:10]2[n:11][cH:12][cH:13][c:14]([O:16][c:17]3[cH:18][c:19]([C:23]([NH:24][c:25]4[c:26]([F:32])[cH:27][cH:28][c:29]([CH3:31])[cH:30]4)=[O:33])[cH:20][cH:21][cH:22]3)[cH:15]2)[cH:9]1.[ClH:37].[Na+:35].[OH-:34].[OH2:36]>>[O:2]=[C:3]([OH:4])[c:5]1[cH:6][nH:7][c:8](-[c:10]2[n:11][cH:12][cH:13][c:14]([O:16][c:17]3[cH:18][c:19]([C:23]([NH:24][c:25]4[c:26]([F:32])[cH:27][cH:28][c:29]([CH3:31])[cH:30]4)=[O:33])[cH:20][cH:21][cH:22]3)[cH:15]2)[cH:9]1. Starting materials: CC(=O)OC(C)=O, [K+], CC(=O)c1ccc(N)cc1, [OH-]. Yields the product CC(=O)Nc1ccc(C(C)=O)cc1. As a reaction SMILES: [CH3:11][C:12](=[O:13])[O:14][C:15](=[O:16])[CH3:17].[K+:19].[NH2:1][c:2]1[cH:3][cH:4][c:5]([C:8]([CH3:9])=[O:10])[cH:6][cH:7]1.[OH-:18]>>[NH:1]([c:2]1[cH:3][cH:4][c:5]([C:8]([CH3:9])=[O:10])[cH:6][cH:7]1)[C:12]([CH3:11])=[O:13]. Reactants: C(#N)C=1N=CC(=NC1NC=1C=C(C=CC1)C)N[C@@H](C(=O)N)CC(C)C ((R)-2-(5-cyano-6-(m-tolylamino)pyrazin-2-ylamino)-4-methylpentanamide), C(=O)([O-])[O-].[K+].[K+] (K2CO3). Reagents/catalysts: OO (H2O2). Solvent: CO (methanol). Product: NC([C@@H](CC(C)C)NC=1N=C(C(=NC1)C(=O)N)NC=1C=C(C=CC1)C)=O ((R)-5-(1-amino-4-methyl-1-oxopentan-2-ylamino)-3-(m-tolylamino)pyrazine-2-carboxamide). As a reaction SMILES: [C:1]([C:3]1[N:4]=[CH:5][C:6]([NH:17][C@H:18]([CH2:22][CH:23]([CH3:25])[CH3:24])[C:19]([NH2:21])=[O:20])=[N:7][C:8]=1[NH:9][C:10]1[CH:11]=[C:12]([CH3:16])[CH:13]=[CH:14][CH:15]=1)#[N:2].C([O-])([O-])=[O:27].[K+].[K+]>CO.OO>[NH2:21][C:19](=[O:20])[C@H:18]([NH:17][C:6]1[N:7]=[C:8]([NH:9][C:10]2[CH:11]=[C:12]([CH3:16])[CH:13]=[CH:14][CH:15]=2)[C:3]([C:1]([NH2:2])=[O:27])=[N:4][CH:5]=1)[CH2:22][CH:23]([CH3:25])[CH3:24] |f:1.2.3|. Procedure details: To a mixture of (R)-2-(5-cyano-6-(m-tolylamino)pyrazin-2-ylamino)-4-methylpentanamide in methanol (1 ml) was added K2CO3 (excess)) and H2O2 (50%, a few drops). After completion, it was concentrated and purified by preparative HPLC to give (R)-5-(1-amino-4-methyl-1-oxopentan-2-ylamino)-3-(m-tolylamino)pyrazine-2-carboxamide (6 mg). MS found for C18H24N6O2 as (M+H)+ 357.3, UV: λ=253.4, 304.5. Starting materials: NCCn1cc(Cc2ncc[nH]2)c2ccccc21, C1COCCO1, O=C(O)c1ccccn1. The product is O=C(NCCn1cc(Cc2ncc[nH]2)c2ccccc21)c1ccccn1. As a reaction SMILES: [NH2:10][CH2:11][CH2:12][n:13]1[cH:14][c:15]([CH2:22][c:23]2[nH:24][cH:25][cH:26][n:27]2)[c:16]2[cH:17][cH:18][cH:19][cH:20][c:21]12.[O:28]1[CH2:29][CH2:30][O:31][CH2:32][CH2:33]1.[c:1]1([C:7](=[O:8])[OH:9])[cH:2][cH:3][cH:4][cH:5][n:6]1>>[c:1]1([C:7](=[O:9])[NH:10][CH2:11][CH2:12][n:13]2[cH:14][c:15]([CH2:22][c:23]3[n:24][cH:25][cH:26][nH:27]3)[c:16]3[cH:17][cH:18][cH:19][cH:20][c:21]23)[cH:2][cH:3][cH:4][cH:5][n:6]1. Reaction SMILES: [CH2:1]([O:3][C:4]([C:6]1[C:7](=[O:19])[N:8]([CH3:18])[C:9]2[C:14]([C:15]=1Cl)=[CH:13][CH:12]=[C:11]([CH3:17])[N:10]=2)=[O:5])[CH3:2].[NH:20]1[CH2:24][CH2:23][CH2:22][CH2:21]1.C(=O)([O-])[O-].[Na+].[Na+]>C(O)C>[CH2:1]([O:3][C:4]([C:6]1[C:7](=[O:19])[N:8]([CH3:18])[C:9]2[C:14]([C:15]=1[N:20]1[CH2:24][CH2:23][CH2:22][CH2:21]1)=[CH:13][CH:12]=[C:11]([CH3:17])[N:10]=2)=[O:5])[CH3:2] |f:2.3.4|. Reactants: C(C)OC(=O)C=1C(N(C2=NC(=CC=C2C1Cl)C)C)=O (4-chloro-1,7-dimethyl-1,2-dihydro-2-oxo-1,8-naphthyridine-3-carboxylic acid ethyl ester), N1CCCC1 (pyrrolidine), C([O-])([O-])=O.[Na+].[Na+] (sodium carbonate). Procedure details: A stirred mixture of 2.8 g. (0.01 mole) of 4-chloro-1,7-dimethyl-1,2-dihydro-2-oxo-1,8-naphthyridine-3-carboxylic acid ethyl ester, 0.7 g. (0.01 mole) of pyrrolidine and 1.06 g. (0.01 mole) of sodium carbonate in 30 ml. of ethanol was heated under reflux for 5 hours. The mixture was filtered and the filtrate was cooled in ice. The precipitate which formed was collected and was recrystallized from heptane to give 1.7 g. of product, m.p. 108°-111° C. Product: C(C)OC(=O)C=1C(N(C2=NC(=CC=C2C1N1CCCC1)C)C)=O (1,7-Dimethyl-1,2-Dihydro-2-Oxo-4-(1-Pyrrolidinyl)-1,8-Naphthyridine-3-Carboxylic Acid Ethyl Ester). Solvent: C(C)O (ethanol).